This data is from the Open Reaction Database (ORD), a public repository of structured organic reaction records. The task is: describe an organic reaction: reactants, conditions, products, and yield Reactants: C1(=CC=C(C=C1)S(=O)(=O)N1N=CC(=C1)CO)C ([1-(toluene-4-sulfonyl)-1H-pyrazol-4-yl]-methanol), CC(=O)OI1(C=2C=CC=CC2C(=O)O1)(OC(=O)C)OC(=O)C (Dess-Martin periodinane). Run in C(=O)(O)[O-].[Na+] (NaHCO3), C1CCOC1 (THF). Reaction conditions: time 3 hour. Product: C1(=CC=C(C=C1)S(=O)(=O)N1N=CC(=C1)C=O)C (1-(toluene-4-sulfonyl)-1H-pyrazole-4-carbaldehyde). RXN SMILES: [C:1]1([CH3:17])[CH:6]=[CH:5][C:4]([S:7]([N:10]2[CH:14]=[C:13]([CH2:15][OH:16])[CH:12]=[N:11]2)(=[O:9])=[O:8])=[CH:3][CH:2]=1.CC(OI1(OC(C)=O)(OC(C)=O)OC(=O)C2C=CC=CC1=2)=O>C1COCC1.C([O-])(O)=O.[Na+]>[C:1]1([CH3:17])[CH:2]=[CH:3][C:4]([S:7]([N:10]2[CH:14]=[C:13]([CH:15]=[O:16])[CH:12]=[N:11]2)(=[O:9])=[O:8])=[CH:5][CH:6]=1 |f:3.4|. Procedure details: To a solution of [1-(toluene-4-sulfonyl)-1H-pyrazol-4-yl]-methanol (5.20 g, 20.61 mmol) in THF was added Dess-Martin periodinane (15.00 g, 35.37 mmol). After 3 hours, the mixture was diluted with saturated aqueous NaHCO3 and filtered through diatomaceous earth. The combined organic layers were washed with brine, dried over sodium sulfate and concentrated in vacuo. The residue was purified by silica gel chromatography eluting with a gradient of 20-50% ethyl acetate in heptane. The major fractions... The reagents and catalysts are C(C)(=O)O (acetic acid). Reported procedure: N-{[4-((2R,3R)-1-(4-fluorophenyl)-3-{[2-(4-fluorophenyl)-2-oxoethyl]thio}-4-oxoazetidin-2-yl)phenoxy]acetyl}glycyl-D-ornithine (0.021 g, 0.032 mmole) was dissolved in methanol (1.5 mL). NaBH4 (0.0032 g, 0.085 mmole) was added and after about 15 min the reaction was complete according to LC-MS. A few drops of acetic acid was added. The solvent was removed under reduced pressure and the residue was purified by preparative HPLC on a Kromasil C8-column using 37% MeCN in 0.1M ammonium acetate buffer ... Solvent: CO (methanol). The yield is 85.7%. Reactants: FC1=CC=C(C=C1)N1[C@@H]([C@H](C1=O)SCC(=O)C1=CC=C(C=C1)F)C1=CC=C(OCC(=O)NCC(=O)N[C@H](CCCN)C(=O)O)C=C1 (N-{[4-((2R,3R)-1-(4-fluorophenyl)-3-{[2-(4-fluorophenyl)-2-oxoethyl]thio}-4-oxoazetidin-2-yl)phenoxy]acetyl}glycyl-D-ornithine), [BH4-].[Na+] (NaBH4). Reaction SMILES: [F:1][C:2]1[CH:7]=[CH:6][C:5]([N:8]2[C:11](=[O:12])[C@H:10]([S:13][CH2:14][C:15]([C:17]3[CH:22]=[CH:21][C:20]([F:23])=[CH:19][CH:18]=3)=[O:16])[C@H:9]2[C:24]2[CH:46]=[CH:45][C:27]([O:28][CH2:29][C:30]([NH:32][CH2:33][C:34]([NH:36][C@@H:37]([C:42]([OH:44])=[O:43])[CH2:38][CH2:39][CH2:40][NH2:41])=[O:35])=[O:31])=[CH:26][CH:25]=2)=[CH:4][CH:3]=1.[BH4-].[Na+]>CO.C(O)(=O)C>[F:1][C:2]1[CH:7]=[CH:6][C:5]([N:8]2[C:11](=[O:12])[C@H:10]([S:13][CH2:14][CH:15]([C:17]3[CH:18]=[CH:19][C:20]([F:23])=[CH:21][CH:22]=3)[OH:16])[C@H:9]2[C:24]2[CH:46]=[CH:45][C:27]([O:28][CH2:29][C:30]([NH:32][CH2:33][C:34]([NH:36][C@@H:37]([C:42]([OH:44])=[O:43])[CH2:38][CH2:39][CH2:40][NH2:41])=[O:35])=[O:31])=[CH:26][CH:25]=2)=[CH:4][CH:3]=1 |f:1.2|. The product is FC1=CC=C(C=C1)N1[C@@H]([C@H](C1=O)SCC(O)C1=CC=C(C=C1)F)C1=CC=C(OCC(=O)NCC(=O)N[C@H](CCCN)C(=O)O)C=C1 (N-{[4-((2R,3R)-1-(4-fluorophenyl)-3-{[2-(4-fluorophenyl)-2-hydroxyethyl]thio}-4-oxoazetidin-2-yl)phenoxy]acetyl}glycyl-D-ornithine). The reactants are N1=CC(=CC=C1)C=CC(=O)O (3-(3-pyridyl)-acrylic acid), C1(=CC=CC=C1)C(CCCCCCCN)C1=CC=CC=C1 (8,8-diphenyloctylamine), C(C(=O)Cl)(=O)Cl (oxalyl chloride), TEA. Product: C1(=CC=CC=C1)C(CCCCCCCNC(C=CC=1C=NC=CC1)=O)C1=CC=CC=C1 (N-(8,8-diphenyl-octyl)-3-pyridin-3-yl-acrylamide). Reaction SMILES: [N:1]1[CH:6]=[CH:5][CH:4]=[C:3]([CH:7]=[CH:8][C:9]([OH:11])=O)[CH:2]=1.C(Cl)(=O)C(Cl)=O.[C:18]1([CH:24]([C:33]2[CH:38]=[CH:37][CH:36]=[CH:35][CH:34]=2)[CH2:25][CH2:26][CH2:27][CH2:28][CH2:29][CH2:30][CH2:31][NH2:32])[CH:23]=[CH:22][CH:21]=[CH:20][CH:19]=1>>[C:33]1([CH:24]([C:18]2[CH:19]=[CH:20][CH:21]=[CH:22][CH:23]=2)[CH2:25][CH2:26][CH2:27][CH2:28][CH2:29][CH2:30][CH2:31][NH:32][C:9](=[O:11])[CH:8]=[CH:7][C:3]2[CH:2]=[N:1][CH:6]=[CH:5][CH:4]=2)[CH:34]=[CH:35][CH:36]=[CH:37][CH:38]=1. Procedure: Batch size: 2.7 g (18.0 mmol) 3-(3-pyridyl)-acrylic acid, 5 ml (57.9 mmol) oxalyl chloride, 3.9 ml (28.0 mmol) TEA and 4.0 g (14,0 mmol) 8,8-diphenyloctylamine.